This data is from the Open Reaction Database (ORD), a public repository of structured organic reaction records. The task is: describe an organic reaction: reactants, conditions, products, and yield Starting materials: FC(C=1C=C(C=CC1)CCN)(F)F (2-[3-(trifluoromethyl)phenyl]ethylamine), ClC=1C2=C(N=CN1)OC(=C2)C (4-chloro-6-methylfuro[2,3-d]pyrimidine). Reaction conditions: temperature 230 celsius. Yields the product CC1=CC2=C(N=CN=C2NCCC2=CC(=CC=C2)C(F)(F)F)O1 (6-Methyl-N-[2-[3-(trifluoromethyl)phenyl]ethyl]furo[2,3-d]pyrimidin-4-amine). RXN SMILES: [F:1][C:2]([F:13])([F:12])[C:3]1[CH:4]=[C:5]([CH2:9][CH2:10][NH2:11])[CH:6]=[CH:7][CH:8]=1.Cl[C:15]1[C:16]2[CH:23]=[C:22]([CH3:24])[O:21][C:17]=2[N:18]=[CH:19][N:20]=1>>[CH3:24][C:22]1[O:21][C:17]2[N:18]=[CH:19][N:20]=[C:15]([NH:11][CH2:10][CH2:9][C:5]3[CH:6]=[CH:7][CH:8]=[C:3]([C:2]([F:12])([F:13])[F:1])[CH:4]=3)[C:16]=2[CH:23]=1. Procedure: A mixture of 1.9 g of 2-[3-(trifluoromethyl)phenyl]ethylamine and 1.6 g of 4-chloro-6-methylfuro[2,3-d]pyrimidine was heated for ten minutes at 230° C. The mixture was then cooled and the product extracted in ethyl acetate/water. The organic phase was separated, washed with water, dried over magnesium sulfate, filtered, and concentrated. The residue was chromatographed on a silica column using toluene and acetone as eluent. Yield 0.97 g. M.P. 119° C. Reactants: C(=O)C1(CCC(CC1)C1=CC=C(C=C1)CC[C@@H]1CC[C@H](CC1)CCCCC)CCCCC (1-[p-(4-formyl4-pentylcyclohexyl)-phenyl]-2-(trans-4-pentyl-cyclohexyl)ethane), NN (hydrazine), [OH-].[K+] (potassium hydroxide). Run in C(COCCO)O (diethylene glycol). Conditions: time 12 hour. The product is CC1(CCC(CC1)C1=CC=C(C=C1)CC[C@@H]1CC[C@H](CC1)CCCCC)CCCCC (1-[p-(4-methyl-4-pentylcyclohexyl)-phenyl]-2-(trans-4-pentylcyclohexyl)-ethane). As a reaction SMILES: [CH:1]([C:3]1([CH2:28][CH2:29][CH2:30][CH2:31][CH3:32])[CH2:8][CH2:7][CH:6]([C:9]2[CH:14]=[CH:13][C:12]([CH2:15][CH2:16][C@H:17]3[CH2:22][CH2:21][C@H:20]([CH2:23][CH2:24][CH2:25][CH2:26][CH3:27])[CH2:19][CH2:18]3)=[CH:11][CH:10]=2)[CH2:5][CH2:4]1)=O.NN.[OH-].[K+]>C(O)COCCO>[CH3:1][C:3]1([CH2:28][CH2:29][CH2:30][CH2:31][CH3:32])[CH2:4][CH2:5][CH:6]([C:9]2[CH:14]=[CH:13][C:12]([CH2:15][CH2:16][C@H:17]3[CH2:18][CH2:19][C@H:20]([CH2:23][CH2:24][CH2:25][CH2:26][CH3:27])[CH2:21][CH2:22]3)=[CH:11][CH:10]=2)[CH2:7][CH2:8]1 |f:2.3|. Procedure details: A mixture of 4.4 g (0.01 mole) of 1-[p-(4-formyl4-pentylcyclohexyl)-phenyl]-2-(trans-4-pentyl-cyclohexyl)ethane (Example 8), 40 ml of diethylene glycol, 15 ml of 90% hydrazine and 5.5 g of potassium hydroxide is heated and the hydrazine and water are distilled off until the temperature has risen to about 230° C. The reaction mixture is then boiled for 12 hours and, when cold, 200 ml of water are subsequently added. After customary working up, 1-[p-(4-methyl-4-pentylcyclohexyl)-phenyl]-2-(trans-4... Product: C1(CCCCC1)\C=C(\C(=O)OCOC(C(C)(C)C)=O)/CP(=O)(CC(C)C)O (pivaloyloxymethyl (Z)-3-cyclohexyl-2-(hydroxyisobutylphosphinoyl)methylpropenoate). Solvent: ClCCl.CO.C(C)(=O)O (dichloromethane methanol acetic acid), CN(C=O)C (dimethylformamide). RXN SMILES: [CH:1]1(/[CH:7]=[C:8](\[CH2:12][P:13]([OH:19])([CH2:15][CH:16]([CH3:18])[CH3:17])=[O:14])/[C:9]([OH:11])=[O:10])[CH2:6][CH2:5][CH2:4][CH2:3][CH2:2]1.C1CCN2C(=NCCC2)CC1.[C:31]([O:37][CH2:38]Cl)(=[O:36])[C:32]([CH3:35])([CH3:34])[CH3:33].[Cl-].[NH4+]>CN(C)C=O.ClCCl.CO.C(O)(=O)C>[CH:1]1(/[CH:7]=[C:8](\[CH2:12][P:13]([OH:19])([CH2:15][CH:16]([CH3:17])[CH3:18])=[O:14])/[C:9]([O:11][CH2:38][O:37][C:31](=[O:36])[C:32]([CH3:35])([CH3:34])[CH3:33])=[O:10])[CH2:2][CH2:3][CH2:4][CH2:5][CH2:6]1 |f:3.4,6.7.8|. Yield: 64.4%. Procedure: To a solution of 100 mg (0.347 millimole) of (Z)-3-cyclohexyl-2-(hydroxyisobutylphosphinoyl)methylpropenoic acid in 1.0 ml of dimethylformamide were added 130 μl (0.87 millimole) of 1,8-diazabicyclo[5,4,0]-7-undecene and 75 μl (0.52 millimole) of chloromethyl pivalate, and the mixture was stirred at room temperature for 21 hours. Fifty milliliters of a saturated aqueous solution of ammonium chloride was added to the reaction mixture, and the mixture was extracted three times with 30 ml of ethyl ... Reaction conditions: time 21 hour. Starting materials: C1(CCCCC1)\C=C(\C(=O)O)/CP(=O)(CC(C)C)O ((Z)-3-cyclohexyl-2-(hydroxyisobutylphosphinoyl)methylpropenoic acid), C1CCC2=NCCCN2CC1 (1,8-diazabicyclo[5,4,0]-7-undecene), C(C(C)(C)C)(=O)OCCl (chloromethyl pivalate), saturated aqueous solution, [Cl-].[NH4+] (ammonium chloride). Reactants: CC=1C=C2C=CC(=NC2=CC1)C1=C(C(=O)OC)C=CC=C1 (methyl 2-(6-methylquinolin-2-yl)benzoate), O (water), [OH-].[Na+] (sodium hydroxide). The solvent is CO (methanol). Conditions: temperature 60 celsius. Product: CC=1C=C2C=CC(=NC2=CC1)C1=C(C(=O)O)C=CC=C1 (2-(6-methylquinolin-2-yl)benzoic acid). RXN SMILES: [CH3:1][C:2]1[CH:3]=[C:4]2[C:9](=[CH:10][CH:11]=1)[N:8]=[C:7]([C:12]1[CH:21]=[CH:20][CH:19]=[CH:18][C:13]=1[C:14]([O:16]C)=[O:15])[CH:6]=[CH:5]2.O.[OH-].[Na+]>CO>[CH3:1][C:2]1[CH:3]=[C:4]2[C:9](=[CH:10][CH:11]=1)[N:8]=[C:7]([C:12]1[CH:21]=[CH:20][CH:19]=[CH:18][C:13]=1[C:14]([OH:16])=[O:15])[CH:6]=[CH:5]2 |f:2.3|. Procedure: 7.08 g (25.5 mmol) of methyl 2-(6-methylquinolin-2-yl)benzoate obtained in Example 5 was suspended in 75 ml of methanol and 35 ml of water in which 3.06 g (76.6 mmol) of sodium hydroxide was dissolved was added thereto. After heating at 60° C. for 3 hours, the reaction mixture was concentrated under reduced pressure and 200 ml of water was added to the residue. The resulting solution was acidified with 2N hydrochloric acid and the thus formed precipitate was collected by filtration. The precipit... The reactants are Cl.ClCC1=NC2=CC=CC=C2C=C1 (2-chioromethylquinoline hydrochloride), OC=1C=C(C=CC1)C(C)O (3-hydroxyphenylethanol), C([O-])([O-])=O.[K+].[K+] (potassium carbonate), [OH-].[Na+] (sodium hydroxide). Run in C(Cl)Cl (methylene chloride). Run at time 16 hour. The product is N1=C(C=CC2=CC=CC=C12)COC=1C=C(C=CC1)CCO (2-[3-(quinol-2-ylmethoxy)-phenyl]ethanol). Yield: 53.2%. RXN SMILES: Cl.Cl[CH2:3][C:4]1[CH:13]=[CH:12][C:11]2[C:6](=[CH:7][CH:8]=[CH:9][CH:10]=2)[N:5]=1.[OH:14][C:15]1[CH:16]=[C:17]([CH:21](O)[CH3:22])[CH:18]=[CH:19][CH:20]=1.C(=O)([O-])[O-:25].[K+].[K+].[OH-].[Na+]>C(Cl)Cl>[N:5]1[C:6]2[C:11](=[CH:10][CH:9]=[CH:8][CH:7]=2)[CH:12]=[CH:13][C:4]=1[CH2:3][O:14][C:15]1[CH:16]=[C:17]([CH2:21][CH2:22][OH:25])[CH:18]=[CH:19][CH:20]=1 |f:0.1,3.4.5,6.7|. Procedure details: 12.5 g (0.058 mol) of 2-chioromethylquinoline hydrochloride, 9.8 g of 3-hydroxyphenylethanol, 8 g of potassium carbonate, 8 g of sodium hydroxide, 150 ml of methylene chloride and 5 g of Adogene 624 are introduced into a flask. Stirring is carded out at room temperature for 16 hours. The mixture is washed with water, dried over sodium sulphate and concentrated to dryness. The residue is chromatographed on 1.5 litres of silica using a methylene chloride/methanol mixture (98/2) as eluant. There ar... Reactants: OC1=C(C(=O)O)C=CC=C1N (2-hydroxy 3-amino benzoic acid), BrC1=C(C=CC=C1)N=C=O (2-bromo phenyl isocyanate). Product: BrC1=C(C=CC=C1)NC(N)=O (N′-(2-bromo phenyl)urea). As a reaction SMILES: OC1C([NH2:11])=CC=CC=1C(O)=O.[Br:12][C:13]1[CH:18]=[CH:17][CH:16]=[CH:15][C:14]=1[N:19]=[C:20]=[O:21]>>[Br:12][C:13]1[CH:18]=[CH:17][CH:16]=[CH:15][C:14]=1[NH:19][C:20](=[O:21])[NH2:11]. Procedure details: The urea was prepared from 2-hydroxy 3-amino benzoic acid (300 mg, 2 mmol) and 2-bromo phenyl isocyanate by general Method B. It was purified by dilution of the DMF solution with methylene chloride and precipitation with hexane (0.287 g, 41%). EI-MS m/z 351 (M+H)+